Dataset: the Open Reaction Database (ORD), a public repository of structured organic reaction records. Task: describe an organic reaction: reactants, conditions, products, and yield The reactants are [Cl-].C(C)[Al+]CC (diethylaluminium chloride), CN(C1=C(C[Li])C=CC=C1)C (2-dimethylaminobenzyllithium). Run in C1(=CC=CC=C1)C (toluene). Run at time 15 hour. The product is CN(C1=C(C[Al](CC)CC)C=CC=C1)C ([2-(dimethylamino)benzyl]-diethylaluminium). Yield: 61.7%. Reaction SMILES: [Cl-].[CH2:2]([Al+:4][CH2:5][CH3:6])[CH3:3].[CH3:7][N:8]([CH3:17])[C:9]1[CH:16]=[CH:15][CH:14]=[CH:13][C:10]=1[CH2:11][Li]>C1(C)C=CC=CC=1>[CH3:7][N:8]([CH3:17])[C:9]1[CH:16]=[CH:15][CH:14]=[CH:13][C:10]=1[CH2:11][Al:4]([CH2:5][CH3:6])[CH2:2][CH3:3] |f:0.1|. Procedure: 7.17 g (7.5 ml; 59.5 mmol) of diethylaluminium chloride were added dropwise to a suspension, cooled to −30° C., of 8.40 g (59.5 mmol) of 2-dimethylaminobenzyllithium in 150 ml of toluene in an inert nitrogen atmosphere. After slow warming to room temperature, the mixture was stirred for 15 hours in order to complete the reaction. Filtration through a D4 frit and removal of the solvent by distillation gave 8:05 g of [2-(dimethylamino)benzyl]-diethylaluminium (36.7 mmol/62%) as a colourless liquid...